Dataset: the Open Reaction Database (ORD), a public repository of structured organic reaction records. Task: describe an organic reaction: reactants, conditions, products, and yield Starting materials: ClC1=CC(=C(C=C1OC)[Mg]Br)F (4-chloro-2-fluoro-5-methoxyphenylmagnesium bromide), ClC=1C=C(C(=NC1)S(=O)C1=CC=CC=C1)F (5-chloro-3-fluoro-2-phenylsulfinylpyridine). Solvent: C1CCOC1 (THF), C1CCOC1 (THF). Reaction conditions: temperature 23 celsius, time 4 hour. Product: ClC=1C=C(C(=NC1)C1=C(C=C(C(=C1)OC)Cl)F)F (5-Chloro-3-fluoro-2-(4-chloro-2-fluoro-5-methoxyphenyl)pyridine). Reaction SMILES: [Cl:1][C:2]1[C:7]([O:8][CH3:9])=[CH:6][C:5]([Mg]Br)=[C:4]([F:12])[CH:3]=1.[Cl:13][C:14]1[CH:15]=[C:16]([F:28])[C:17](S(C2C=CC=CC=2)=O)=[N:18][CH:19]=1>C1COCC1>[Cl:13][C:14]1[CH:15]=[C:16]([F:28])[C:17]([C:5]2[CH:6]=[C:7]([O:8][CH3:9])[C:2]([Cl:1])=[CH:3][C:4]=2[F:12])=[N:18][CH:19]=1. Procedure: A Grignard solution of 12.9 g (0.049 mol) of 4-chloro-2-fluoro-5-methoxyphenylmagnesium bromide in 60 ml of THF was added with stirring at 23-30° C. to a solution of 10 g (0.0392 mol) of 5-chloro-3-fluoro-2-phenylsulfinylpyridine in 150 ml of THF over a period of 10 min, and the mixture was stirred at 23° C. for another 4 h. The reaction mixture was concentrated under reduced pressure, taken up in methylene chloride and extracted in succession with 1 N hydrochloric acid, 1 N of aqueous sodium hy... The reactants are CN(C)C=O, ClCc1ccc2c(c1)Cc1cccnc1O2, N#C[K], O. The product is N#CCc1ccc2c(c1)Cc1cccnc1O2. Reaction SMILES: [CH3:20][N:21]([CH3:22])[CH:23]=[O:24].[Cl:4][CH2:5][c:6]1[cH:7][cH:8][c:9]2[c:10]([cH:19]1)[CH2:11][c:12]1[c:13]([n:14][cH:15][cH:16][cH:17]1)[O:18]2.[K:1][C:2]#[N:3].[OH2:25]>>[C:2](#[N:3])[CH2:5][c:6]1[cH:7][cH:8][c:9]2[c:10]([cH:19]1)[CH2:11][c:12]1[c:13]([n:14][cH:15][cH:16][cH:17]1)[O:18]2. Reactants: N1CC1 (aziridine), ClC=1C(=CC(=C(C(=O)NCCN2C=NC=C2)C1)[N+](=O)[O-])[N+](=O)[O-] (5-chloro-N-[2-(imidazol-1-yl)ethyl]-2,4-dinitrobenzamide), N1CC1 (aziridine). The solvent is C1CCOC1 (THF). Run at time 4 hour. Yields the product N1(CC1)C=1C(=CC(=C(C(=O)NCCN2C=NC=C2)C1)[N+](=O)[O-])[N+](=O)[O-] (5-(aziridin-1-yl)-N-[2-(imidazol-1-yl)ethyl]-2,4-dinitrobenzamide). Isolated yield 36.8%. Reaction SMILES: Cl[C:2]1[C:3]([N+:21]([O-:23])=[O:22])=[CH:4][C:5]([N+:18]([O-:20])=[O:19])=[C:6]([CH:17]=1)[C:7]([NH:9][CH2:10][CH2:11][N:12]1[CH:16]=[CH:15][N:14]=[CH:13]1)=[O:8].[NH:24]1[CH2:26][CH2:25]1>C1COCC1>[N:24]1([C:2]2[C:3]([N+:21]([O-:23])=[O:22])=[CH:4][C:5]([N+:18]([O-:20])=[O:19])=[C:6]([CH:17]=2)[C:7]([NH:9][CH2:10][CH2:11][N:12]2[CH:16]=[CH:15][N:14]=[CH:13]2)=[O:8])[CH2:26][CH2:25]1. Reported procedure: A stirred suspension of the above benzamide (150 mg, 0.44 mmol) in THF (40 mL) was treated with aziridine (91 μL, 1.76 mmol) at room temperature for 4 h, then additional aziridine (91 μL) was added. After a further 4 h, the mixture was concentrated under reduced pressure below 25° C., and the residue was partitioned between EtOAc and saturated NaCl. Evaporation of the organic layer gave a product that was triturated with EtOAc then recrystallized from MeCN/EtOAc/petroleum ether to give 7 (56 mg,... Starting materials: phosphoic acid, C(C)(C)(C)OC(N(CCOC1=C2C(=CNC2=CC=C1)Cl)CC1=CC=CC=C1)=O (N-benzyl-N-[2-(3-chloro-1H-indol-4-yloxy)-ethyl]-carbamic acid tert-butyl ester), [OH-].[Na+] (sodium hydroxide). Solvent: COC(C)O (methoxyethanol). Run at temperature 100 celsius. Product: C(C1=CC=CC=C1)NCCOC1=C2CC(NC2=CC=C1)=O (4-(2-Benzylaminoethoxy)-1,3-dihydro-indol-2-one). Isolated yield 86.1%. Reaction SMILES: C(OC(=O)[N:7]([CH2:21][C:22]1[CH:27]=[CH:26][CH:25]=[CH:24][CH:23]=1)[CH2:8][CH2:9][O:10][C:11]1[CH:19]=[CH:18][CH:17]=[C:16]2[C:12]=1[C:13](Cl)=[CH:14][NH:15]2)(C)(C)C.[OH-:29].[Na+]>COC(O)C>[CH2:21]([NH:7][CH2:8][CH2:9][O:10][C:11]1[CH:19]=[CH:18][CH:17]=[C:16]2[C:12]=1[CH2:13][C:14](=[O:29])[NH:15]2)[C:22]1[CH:27]=[CH:26][CH:25]=[CH:24][CH:23]=1 |f:1.2|. Reported procedure: A mixture of N-benzyl-N-[2-(3-chloro-1H-indol-4-yloxy)-ethyl]-carbamic acid tert-butyl ester (5.4 g, 13.5 mmol) in methoxyethanol (25 mL) containing 85% phosphoic acid (10 mL) was heated to 100° C. for 1 hour. The reaction was allowed to cool and then basified with 2N sodium hydroxide and extracted with methylene chloride (2×150 mL). The organic layer dried over anhydrous magnesium sulfate, filtered and chromatographed (5% methanol-methylene chloride) to afford 3.28 g of a grayish-white solid (8... Starting materials: CC1=C(C=NO)C(=CC=C1)[N+](=O)[O-] (2-methyl-6-nitrobenzaldoxime), Cl (hydrochloric acid), C=O (formaldehyde), O (water). Solvent: O1CCCC1 (tetrahydrofuran). Yields the product CC1=C(C=O)C(=CC=C1)[N+](=O)[O-] (2-methyl-6-nitrobenzaldehyde). RXN SMILES: [CH3:1][C:2]1[CH:10]=[CH:9][CH:8]=[C:7]([N+:11]([O-:13])=[O:12])[C:3]=1[CH:4]=NO.Cl.C=[O:16].O>O1CCCC1>[CH3:1][C:2]1[CH:10]=[CH:9][CH:8]=[C:7]([N+:11]([O-:13])=[O:12])[C:3]=1[CH:4]=[O:16]. Reported procedure: At 65° C., 14 g of 2-methyl-6-nitrobenzaldoxime (80 mmol) are stirred in a mixture of 55 ml of 5% strength hydrochloric acid, 37 g of a 37% strength solution of formaldehyde, 50 ml of water and 100 ml of tetrahydrofuran for 24 hours. The phases are subsequently separated, and the dark phase is extracted with methylene chloride/water. The organic phase is dried with sodium sulfate and concentrated. This gives 10.1 g of crude product which is purified by filtration over silica gel using toluene as... Starting materials: O=C([O-])[O-], CC(=O)[O-], CC(=O)[O-], Cc1ccccc1, CC(C)(CN)COC1CCCCO1, CC(C)(CNc1c(Cl)ccc2c1CCN(C(=O)C(F)(F)F)CC2)COC1CCCCO1, O=C(N1CCc2ccc(Cl)c(OS(=O)(=O)C(F)(F)F)c2CC1)C(F)(F)F, [Cs+], [Cs+], [Pd+2], c1ccc(P(c2ccccc2)c2ccc3ccccc3c2-c2c(P(c3ccccc3)c3ccccc3)ccc3ccccc23)cc1. Product: CC(C)(CO)CNc1c(Cl)ccc2c1CCN(C(=O)C(F)(F)F)CC2. As a reaction SMILES: [C:117](=[O:118])([O-:119])[O-:120].[C:130]([O-:131])(=[O:132])[CH3:133].[C:135]([O-:136])(=[O:137])[CH3:138].[CH3:123][c:124]1[cH:125][cH:126][cH:127][cH:128][cH:129]1.[CH3:58][C:59]([CH3:60])([CH2:61][O:62][CH:63]1[CH2:64][CH2:65][CH2:66][CH2:67][O:68]1)[CH2:69][NH2:70].[Cl:1][c:2]1[c:3]([NH:19][CH2:20][C:21]([CH2:22][O:23][CH:24]2[CH2:25][CH2:26][CH2:27][CH2:28][O:29]2)([CH3:30])[CH3:31])[c:4]2[c:5]([cH:17][cH:18]1)[CH2:6][CH2:7][N:8]([C:11]([C:12]([F:13])([F:14])[F:15])=[O:16])[CH2:9][CH2:10]2.[Cl:32][c:33]1[cH:34][cH:35][c:36]2[c:48]([c:49]1[O:50][S:51]([C:52]([F:53])([F:54])[F:55])(=[O:56])=[O:57])[CH2:47][CH2:46][N:39]([C:40](=[O:41])[C:42]([F:43])([F:44])[F:45])[CH2:38][CH2:37]2.[Cs+:121].[Cs+:122].[Pd+2:134].[cH:71]1[cH:72][cH:73][c:74]([P:75]([c:76]2[cH:77][cH:78][c:79]3[c:80]([cH:81][cH:82][cH:83][cH:84]3)[c:85]2-[c:86]2[c:87]3[c:88]([cH:89][cH:90][cH:91][cH:92]3)[cH:93][cH:94][c:95]2[P:96]([c:97]2[cH:98][cH:99][cH:100][cH:101][cH:102]2)[c:103]2[cH:104][cH:105][cH:106][cH:107][cH:108]2)[c:109]2[cH:110][cH:111][cH:112][cH:113][cH:114]2)[cH:115][cH:116]1>>[Cl:1][c:2]1[c:3]([NH:19][CH2:20][C:21]([CH2:22][OH:23])([CH3:30])[CH3:31])[c:4]2[c:5]([cH:17][cH:18]1)[CH2:6][CH2:7][N:8]([C:11]([C:12]([F:13])([F:14])[F:15])=[O:16])[CH2:9][CH2:10]2.